The task is: describe an organic reaction: reactants, conditions, products, and yield. This data is from the Open Reaction Database (ORD), a public repository of structured organic reaction records. Conditions: temperature 0 celsius, time 1 hour. Reaction SMILES: [F:1][C:2]([F:16])([F:15])[C:3]1[CH:4]=[CH:5][C:6]2[S:10][C:9]([CH:11]([OH:13])[CH3:12])=[N:8][C:7]=2[CH:14]=1.[CH3:17][S:18](Cl)(=[O:20])=[O:19]>N1C=CC=CC=1>[S:18]([O:13][CH:11]([C:9]1[S:10][C:6]2[CH:5]=[CH:4][C:3]([C:2]([F:1])([F:15])[F:16])=[CH:14][C:7]=2[N:8]=1)[CH3:12])(=[O:20])(=[O:19])[CH3:17]. Solvent: N1=CC=CC=C1 (pyridine). Starting materials: ice, FC(C=1C=CC2=C(N=C(S2)C(C)O)C1)(F)F (1-(5-trifluoromethyl-2-benzothiazolyl)ethanol), CS(=O)(=O)Cl (methanesulfonyl chloride). Reported procedure: To an ice-cold solution of 1-(5-trifluoromethyl-2-benzothiazolyl)ethanol (m.p. 93°-94° C., 4.94 g) in dry pyridine was added methanesulfonyl chloride (4.58 g) and the resulting solution stirred at 0° C. for 1 hour. It was poured onto water, extracted with ether and the ether layer washed with 10% hydrochloric acid (2×20 ml). The organic extract was dried, evaporated and the residue triturated with hexane to obtain the desired compound as solid, m.p. 89° C. (5.89 g). Product: S(C)(=O)(=O)OC(C)C=1SC2=C(N1)C=C(C=C2)C(F)(F)F (1-(5-Trifluoromethyl-2-benzothiazolyl)ethanol mesylate). The reactants are C(=O)([O-])[O-].[K+].[K+] (K2CO3), NC1=C(C=CC(=N1)O)Br (6-amino-5-bromo-pyridin-2-ol), CI (methyl iodide). Run in CN(C)C=O (DMF). Reaction conditions: time 4 hour. Product: BrC=1C(=NC(=CC1)OC)N (3-bromo-6-methoxy-pyridin-2-ylamine). Isolated yield 12.1%. Reaction SMILES: [NH2:1][C:2]1[N:7]=[C:6]([OH:8])[CH:5]=[CH:4][C:3]=1[Br:9].[C:10]([O-])([O-])=O.[K+].[K+].CI>CN(C=O)C>[Br:9][C:3]1[C:2]([NH2:1])=[N:7][C:6]([O:8][CH3:10])=[CH:5][CH:4]=1 |f:1.2.3|. Reported procedure: Under an argon atmosphere 6-amino-5-bromo-pyridin-2-ol (23 g, 122 mmol) was dissolved in DMF (300 mL). K2CO3 (50.6 g, 366 mmol) was added followed by the addition of methyl iodide (11.4 mL, 183 mmol). The mixture was stirred for 4 h while keeping the temperature at 20-25° C. The suspension was poured onto H2O (1 L) and the aqueous phase was extracted with EtOAc (×2). The combined organic phases washed with H2O (0.5 L) and brine (200 mL), dried over Na2SO4, filtered and concentrated in vacuo. The... Starting materials: C([O-])(O)=O.[Na+] (sodium bicarbonate), COC1OC(CC1C=O)OC (2,5-dimethoxytetrahydrofuran-3-aldehyde), C(C)(=O)NCCN (2-(acetylamino)-ethylamine), O.C1(=CC=C(C=C1)S(=O)(=O)O)C (p-toluenesulphonic acid hydrate). Conditions: temperature 80 celsius, time 90 minute. Yields the product C(C)(=O)NCCN1C=C(C=C1)C=O (1-(2-Acetylaminoethyl)-pyrrole-3-aldehyde). Reaction SMILES: CO[CH:3]1[CH:7]([CH:8]=[O:9])[CH2:6][CH:5](OC)O1.[C:12]([NH:15][CH2:16][CH2:17][NH2:18])(=[O:14])[CH3:13].O.C1(C)C=CC(S(O)(=O)=O)=CC=1.C(=O)(O)[O-].[Na+]>>[C:12]([NH:15][CH2:16][CH2:17][N:18]1[CH:5]=[CH:6][C:7]([CH:8]=[O:9])=[CH:3]1)(=[O:14])[CH3:13] |f:2.3,4.5|. Reported procedure: 8.5 g (0.053 mol) of 2,5-dimethoxytetrahydrofuran-3-aldehyde and 5.4 g (0.053 mol) of 2-(acetylamino)-ethylamine are stirred at 60° C. for 1 hour. After addition of 0.05 g of p-toluenesulphonic acid hydrate, the mixture is stirred at 80° C. for 90 minutes and cooled, sodium bicarbonate solution is added and the mixture is extracted with methylene chloride and then with pentanol. The organic phases are concentrated and chromatographed over a silica gel column with methylene chloride/methanol =95:... Starting materials: CO, COC(=O)C1(Oc2ccc(Cc3cc(C4(O)OC(CO)C(O)C(O)C4O)ccc3Cl)cc2)CCCC1, Cl, [K+], [OH-]. Product: O=C(O)C1(Oc2ccc(Cc3cc(C4(O)OC(CO)C(O)C(O)C4O)ccc3Cl)cc2)CCCC1. RXN SMILES: [CH3:40][OH:41].[Cl:1][c:2]1[c:3]([CH2:20][c:21]2[cH:22][cH:23][c:24]([O:27][C:28]3([C:33](=[O:34])[O:35][CH3:36])[CH2:29][CH2:30][CH2:31][CH2:32]3)[cH:25][cH:26]2)[cH:4][c:5]([C:8]2([OH:9])[CH:10]([OH:11])[CH:12]([OH:13])[CH:14]([OH:15])[CH:16]([CH2:18][OH:19])[O:17]2)[cH:6][cH:7]1.[ClH:37].[K+:39].[OH-:38]>>[Cl:1][c:2]1[c:3]([CH2:20][c:21]2[cH:22][cH:23][c:24]([O:27][C:28]3([C:33](=[O:34])[OH:35])[CH2:29][CH2:30][CH2:31][CH2:32]3)[cH:25][cH:26]2)[cH:4][c:5]([C:8]2([OH:9])[CH:10]([OH:11])[CH:12]([OH:13])[CH:14]([OH:15])[CH:16]([CH2:18][OH:19])[O:17]2)[cH:6][cH:7]1. Starting materials: S(=O)(=O)([O-])[O-].[Na+].[Na+] (sodium sulfate), [H-].[Na+] (Sodium hydride), C(C)C=1C=CC(=NC1)CCl (5-ethyl-2-(chloromethyl)pyridine), [N+](=O)([O-])C=1C=NC2=CC(=CC=C2C1)O (3-nitro-7-hydroxyquinoline). Run in C(C)(=O)OCC (ethyl acetate), CN(C)C=O (DMF). Reaction conditions: time 8 hour. Yields the product [N+](=O)([O-])C=1C=NC2=CC(=CC=C2C1)OCC1=NC=C(C=C1)CC (3-nitro-7-(5-ethyl-2-pyridylmethoxy)quinoline), product. Yield: 44.0%. Reaction SMILES: [N+:1]([C:4]1[CH:5]=[N:6][C:7]2[C:12]([CH:13]=1)=[CH:11][CH:10]=[C:9]([OH:14])[CH:8]=2)([O-:3])=[O:2].[H-].[Na+].[CH2:17]([C:19]1[CH:20]=[CH:21][C:22]([CH2:25]Cl)=[N:23][CH:24]=1)[CH3:18].S([O-])([O-])(=O)=O.[Na+].[Na+]>CN(C=O)C.C(OCC)(=O)C>[N+:1]([C:4]1[CH:5]=[N:6][C:7]2[C:12]([CH:13]=1)=[CH:11][CH:10]=[C:9]([O:14][CH2:25][C:22]1[CH:21]=[CH:20][C:19]([CH2:17][CH3:18])=[CH:24][N:23]=1)[CH:8]=2)([O-:3])=[O:2] |f:1.2,4.5.6|. Procedure: In DMF (9 mL) was dissolved 3-nitro-7-hydroxyquinoline (1.0 g, 5.28 mmol.). Sodium hydride (210 mg, 5.28 mmol.) and 5-ethyl-2-(chloromethyl)pyridine (818 mg, 5.28 mmol.) were added to the resulting solution under chilling with ice. The mixture was stirred overnight at room temperature. After the completion of reaction was confirmed, ethyl acetate and aqueous sodium sulfate were added. The ethyl acetate portion was recovered, washed with water, and dried over sodium sulfate. The solvent was disti... The reactants are C(C)OC(C=CC(N(CC(C)(C)C)C1=C(C=C(C=C1)Cl)C(CO)C1=C(C=CC=C1)Cl)=O)=O (3-[N-[2-[1-(2-chlorophenyl)-2-hydroxyethyl]-4-chlorophenyl]-N-neopentylcarbamoyl]acrylic acid ethyl ester), C1COCCOCCOCCOCCOCCO1 (18-crown-6), C([O-])([O-])=O.[K+].[K+] (potassium carbonate). Run in ClCCl (dichloromethane). Reaction conditions: time 3 day. The product is C(C)OC(CC1C(N(C2=C(C(CO1)C1=C(C=CC=C1)Cl)C=C(C=C2)Cl)CC(C)(C)C)=O)=O (8-Chloro-6-(2-chlorophenyl)-1-neopentyl-2-oxo-2,3,5,6-tetrahydro-1H-4,1-benzoxazocine-3-acetic acid ethyl ester). Yield: 24.1%. Reaction SMILES: [CH2:1]([O:3][C:4](=[O:32])[CH:5]=[CH:6][C:7](=[O:31])[N:8]([C:14]1[CH:19]=[CH:18][C:17]([Cl:20])=[CH:16][C:15]=1[CH:21]([C:24]1[CH:29]=[CH:28][CH:27]=[CH:26][C:25]=1[Cl:30])[CH2:22][OH:23])[CH2:9][C:10]([CH3:13])([CH3:12])[CH3:11])[CH3:2].C1OCCOCCOCCOCCOCCOC1.C(=O)([O-])[O-].[K+].[K+]>ClCCl>[CH2:1]([O:3][C:4](=[O:32])[CH2:5][CH:6]1[O:23][CH2:22][CH:21]([C:24]2[CH:29]=[CH:28][CH:27]=[CH:26][C:25]=2[Cl:30])[C:15]2[CH:16]=[C:17]([Cl:20])[CH:18]=[CH:19][C:14]=2[N:8]([CH2:9][C:10]([CH3:13])([CH3:12])[CH3:11])[C:7]1=[O:31])[CH3:2] |f:2.3.4|. Procedure: To dichloromethane (70 ml) were added 3-[N-[2-[1-(2-chlorophenyl)-2-hydroxyethyl]-4-chlorophenyl]-N-neopentylcarbamoyl]acrylic acid ethyl ester (6.8 g), 18-crown-6 (3.78 g) and potassium carbonate. The mixture was stirred for 3 days at room temperature. Insolubles were filtered off, then the solvent was distilled off. The residue was purified by means of a silica-gel column chromatography (hexane:acetic acid ethyl ester=5:1 v/v as an eluent) to give 1.64 g of a non-crystalline solid product. Starting materials: CS(=O)(=O)c1ccc(-c2cc(C(F)(F)F)nc(NC3CCOCC3)n2)cc1, CN(C)C=O, [H-], CI, [Na+]. RXN SMILES: [CH3:1][S:2](=[O:3])(=[O:4])[c:5]1[cH:6][cH:7][c:8](-[c:11]2[n:12][c:13]([NH:21][CH:22]3[CH2:23][CH2:24][O:25][CH2:26][CH2:27]3)[n:14][c:15]([C:17]([F:18])([F:19])[F:20])[cH:16]2)[cH:9][cH:10]1.[CH3:32][N:33]([CH3:34])[CH:35]=[O:36].[H-:28].[I:30][CH3:31].[Na+:29]>>[CH3:1][S:2](=[O:3])(=[O:4])[c:5]1[cH:6][cH:7][c:8](-[c:11]2[n:12][c:13]([N:21]([CH:22]3[CH2:23][CH2:24][O:25][CH2:26][CH2:27]3)[CH3:31])[n:14][c:15]([C:17]([F:18])([F:19])[F:20])[cH:16]2)[cH:9][cH:10]1. The product is CN(c1nc(-c2ccc(S(C)(=O)=O)cc2)cc(C(F)(F)F)n1)C1CCOCC1. The reactants are O=C([O-])[O-], CCOCC, CN(C)C=O, Oc1c(F)cccc1F, CI, [K+], [K+], O. Yields the product COc1c(F)cccc1F. RXN SMILES: [C:10](=[O:11])([O-:12])[O-:13].[CH3:18][CH2:19][O:20][CH2:21][CH3:22].[CH3:23][N:24]([CH3:25])[CH:26]=[O:27].[F:1][c:2]1[c:3]([OH:9])[c:4]([F:8])[cH:5][cH:6][cH:7]1.[I:16][CH3:17].[K+:14].[K+:15].[OH2:28]>>[F:1][c:2]1[c:3]([O:9][CH3:10])[c:4]([F:8])[cH:5][cH:6][cH:7]1. Starting materials: O=C1C2=C(CCC3=C1C=CC(=C3)CC(=O)N)C=CC=C2 ((5-oxo-10,11-dihydrodibenzo[a,d]cyclohepten-2-yl)acetamide), S(O)(O)(=O)=O (sulphuric acid). Run in O (water). Conditions: temperature 100 celsius, time 3 hour. Product: O=C1C2=C(CCC3=C1C=CC(=C3)CC(=O)O)C=CC=C2 ((5-oxo-10,11-dihydrodibenzo[a,d]cyclohepten-2-yl)acetic acid). Reaction SMILES: [O:1]=[C:2]1[C:8]2[CH:9]=[CH:10][C:11]([CH2:13][C:14](N)=[O:15])=[CH:12][C:7]=2[CH2:6][CH2:5][C:4]2[CH:17]=[CH:18][CH:19]=[CH:20][C:3]1=2.S(=O)(=O)(O)[OH:22]>O>[O:1]=[C:2]1[C:8]2[CH:9]=[CH:10][C:11]([CH2:13][C:14]([OH:22])=[O:15])=[CH:12][C:7]=2[CH2:6][CH2:5][C:4]2[CH:17]=[CH:18][CH:19]=[CH:20][C:3]1=2. Reported procedure: A suspension of (5-oxo-10,11-dihydrodibenzo[a,d]cyclohepten-2-yl)acetamide (17.4 g.) in a mixture of concentrated sulphuric acid (d = 1.83; 70 cc.) and water (70 cc.) is heated with vigorous stirring for 3 hours at 100°C. After cooling, the product which precipitates is filtered off and then added to 2N sodium hydroxide solution (200 cc.). The alkaline solution is extracted with diethyl ether and then acidified by adding 2N sulphuric acid (250 cc.). The product which precipitates is filtered off...